This data is from the Open Reaction Database (ORD), a public repository of structured organic reaction records. The task is: describe an organic reaction: reactants, conditions, products, and yield Product: O=C(Cc1ccc(F)cc1)N=C=S. As a reaction SMILES: [CH3:24][CH2:25][O:26][C:27](=[O:28])[CH3:29].[CH3:5][C:6]#[N:7].[F:8][c:9]1[cH:10][cH:11][c:12]([CH2:15][C:16](=[O:17])[Cl:18])[cH:13][cH:14]1.[K+:1].[Na+:19].[OH:20][C:21](=[O:22])[O-:23].[S-:2][C:3]#[N:4]>>[S:2]=[C:3]=[N:4][C:16]([CH2:15][c:12]1[cH:11][cH:10][c:9]([F:8])[cH:14][cH:13]1)=[O:17]. Reactants: CCOC(C)=O, CC#N, O=C(Cl)Cc1ccc(F)cc1, [K+], [Na+], O=C([O-])O, N#C[S-].